This data is from the Open Reaction Database (ORD), a public repository of structured organic reaction records. The task is: describe an organic reaction: reactants, conditions, products, and yield Reactants: [Ag+2], BrCc1ccccc1, O=C([O-])[O-], C1CCOC1, CCOC(C)=O, O=c1[nH]ccc2cc(F)c(Cl)cc12. The product is Fc1cc2ccnc(OCc3ccccc3)c2cc1Cl. Reaction SMILES: [Ag+2:37].[Br:14][CH2:15][c:16]1[cH:17][cH:18][cH:19][cH:20][cH:21]1.[C:33](=[O:34])([O-:35])[O-:36].[CH2:28]1[O:29][CH2:30][CH2:31][CH2:32]1.[CH3:22][CH2:23][O:24][C:25](=[O:26])[CH3:27].[Cl:1][c:2]1[c:3]([F:13])[cH:4][c:5]2[cH:6][cH:7][nH:8][c:9](=[O:12])[c:10]2[cH:11]1>>[Cl:1][c:2]1[c:3]([F:13])[cH:4][c:5]2[cH:6][cH:7][n:8][c:9]([O:12][CH2:15][c:16]3[cH:17][cH:18][cH:19][cH:20][cH:21]3)[c:10]2[cH:11]1. Starting materials: OS(=O)(=O)OCC1NCC2=CC=CC=C2C1 ((RS)-3-hydroxysulphonyloxymethyl-1,2,3,4-tetrahydroisoquinoline), [OH-].[Na+] (sodium hydroxide), C(=S)=S (Carbon disulphide), Cl (hydrochloric acid). The solvent is O (water). Conditions: temperature 20 celsius, time 24 hour. Yields the product C1SC(N2CC=3C=CC=CC3CC21)=S ((RS)-1,5,10,10a-tetrahydrothiazolo[3,4-b]isoquinoline-3-thione). The yield is 77.9%. As a reaction SMILES: [C:1](=[S:3])=[S:2].OS(O[CH2:9][CH:10]1[CH2:19][C:18]2[C:13](=[CH:14][CH:15]=[CH:16][CH:17]=2)[CH2:12][NH:11]1)(=O)=O.[OH-].[Na+].Cl>O>[CH2:9]1[CH:10]2[N:11]([CH2:12][C:13]3[CH:14]=[CH:15][CH:16]=[CH:17][C:18]=3[CH2:19]2)[C:1](=[S:3])[S:2]1 |f:2.3|. Procedure details: Carbon disulphide (63 g) is added dropwise, at 20° C. and whilst stirring vigorously, to a solution of (RS)-3-hydroxysulphonyloxymethyl-1,2,3,4-tetrahydroisoquinoline (151 g) and sodium hydroxide pellets (63 g) in water (5000 cc). A cream precipitate is immediately formed. The very thick mixture is stirred at a temperature of about 20° C. for 24 hours. The reaction mixture is then neutralised by adding 4 N hydrochloric acid (130 cc). The solid is filtered off and then washed copiously with water...